From a dataset of the Open Reaction Database (ORD), a public repository of structured organic reaction records. describe an organic reaction: reactants, conditions, products, and yield Reactants: mixture, ClCC(CC(=O)Cl)=O (4-chloroacetoacetyl chloride), CO (methanol), S(=O)(Cl)Cl (thionyl chloride), S(=O)(OC)OC (dimethyl sulfite). Solvent: C(Cl)Cl (methylene chloride). Reaction conditions: time 3 hour. The product is COC(\C=C(/CCl)\OC)=O (4-chloro-3-methoxybut-2E-enoic acid methyl ester). RXN SMILES: [Cl:1][CH2:2][C:3](=[O:8])[CH2:4][C:5](Cl)=[O:6].[CH3:9][OH:10].S(Cl)(Cl)=O.S(OC)(O[CH3:18])=O>C(Cl)Cl>[CH3:9][O:10][C:5](=[O:6])/[CH:4]=[C:3](/[O:8][CH3:18])\[CH2:2][Cl:1]. Procedure: 206.6 g (0.47 mol) of a 35 percent mixture of 4-chloroacetoacetyl chloride in methylene chloride was cooled to -10° C. Under nitrogen, 102.4 g (3.2 mol) of methanol was added in 30 minutes and then 83.3 g (0.7 mol) of thionyl chloride was added in 30 minutes (formation of dimethyl sulfite). The temperature was raised to room temperature and the solution was stirred for 3 hours at 20° to 25° C. The excess methanol and methylene chloride were then distilled off at reduced pressure. The residue (ra... Reactants: OC(C(C)C)(C=1N=CN(C1)C(C1=CC=CC=C1)(C1=CC=CC=C1)C1=CC=CC=C1)C=1C=C2C=CC(=CC2=CC1)C(=O)O (6-(1-hydroxy-2-methyl-1-(1-trityl-1H-imidazol-4-yl)propyl)-2-naphthoic acid), crude mixture, CN (methylamine), ON1N=NC2=C1C=CC=C2 (1-hydroxybenzotriazole), Cl.CN(CCCN=C=NCC)C (1-(3-dimethylaminopropyl)-3-ethylcarbodiimide hydrochloride), OC(C(C)C)(C=1N=CN(C1)C(C1=CC=CC=C1)(C1=CC=CC=C1)C1=CC=CC=C1)C=1C=C2C=CC(=CC2=CC1)C(=O)OC (methyl 6-(1-hydroxy-2-methyl-1-(1-trityl-1H-imidazol-4-yl)propyl)-2-naphthoate), [OH-].[Na+] (NaOH), Cl (HCl). The solvent is O (water), C1CCOC1 (THF), C1CCOC1 (THF), CO (methanol). Reaction conditions: time 90 minute. The product is OC(C(C)C)(C=1N=CNC1)C=1C=C2C=CC(=CC2=CC1)C(=O)NC (6-(1-Hydroxy-1-(1H-imidazol-4-yl)-2-methyl-propyl)-N-methyl-2-naphthamide). RXN SMILES: [OH:1][C:2]([C:30]1[CH:31]=[C:32]2[C:37](=[CH:38][CH:39]=1)[CH:36]=[C:35]([C:40](OC)=[O:41])[CH:34]=[CH:33]2)([C:6]1[N:7]=[CH:8][N:9](C(C2C=CC=CC=2)(C2C=CC=CC=2)C2C=CC=CC=2)[CH:10]=1)[CH:3]([CH3:5])[CH3:4].[OH-].[Na+].Cl.OC(C1C=C2C(=CC=1)C=C(C(O)=O)C=C2)([C:52]1[N:53]=CN(C(C2C=CC=CC=2)(C2C=CC=CC=2)C2C=CC=CC=2)C=1)C(C)C.CN.ON1C2C=CC=CC=2N=N1.Cl.CN(C)CCCN=C=NCC>C1COCC1.O.CO>[OH:1][C:2]([C:30]1[CH:31]=[C:32]2[C:37](=[CH:38][CH:39]=1)[CH:36]=[C:35]([C:40]([NH:53][CH3:52])=[O:41])[CH:34]=[CH:33]2)([C:6]1[N:7]=[CH:8][NH:9][CH:10]=1)[CH:3]([CH3:4])[CH3:5] |f:1.2,7.8|. Procedure: To a solution of methyl 6-(1-hydroxy-2-methyl-1-(1-trityl-1H-imidazol-4-yl)propyl)-2-naphthoate (1.80 g) in THF (20 mL) was added methanol (4 mL) and 4N-NaOH (20 mL) at 50° C. The mixture was stirred for 90 min, neutralized with conc. HCl. The mixture was concentrated, diluted with water and extracted with ethyl acetate. The extract was concentrated to give crude mixture of 6-(1-hydroxy-2-methyl-1-(1-trityl-1H-imidazol-4-yl)propyl)-2-naphthoic acid. To a solution of the crude mixture was added m... Reactants: ClC=1C(=C(C=C2C(C(=CN(C12)C1CC1)C(=O)OCC)=O)F)F (ethyl 8-chloro-1-cyclopropyl-6,7-difluoro-1,4-dihydro-4-oxo-3-quinolinecarboxylate), Cl (hydrochloric acid). The solvent is O1CCCC1 (tetrahydrofuran). The product is ClC=1C(=C(C=C2C(C(=CN(C12)C1CC1)C(=O)O)=O)F)F (8-Chloro-1-cyclopropyl-6,7-difluoro-1,4-dihydro-4-oxo-3-quinoline carboxylic acid). The yield is 75.5%. Reaction SMILES: [Cl:1][C:2]1[C:3]([F:22])=[C:4]([F:21])[CH:5]=[C:6]2[C:11]=1[N:10]([CH:12]1[CH2:14][CH2:13]1)[CH:9]=[C:8]([C:15]([O:17]CC)=[O:16])[C:7]2=[O:20].Cl>O1CCCC1>[Cl:1][C:2]1[C:3]([F:22])=[C:4]([F:21])[CH:5]=[C:6]2[C:11]=1[N:10]([CH:12]1[CH2:14][CH2:13]1)[CH:9]=[C:8]([C:15]([OH:17])=[O:16])[C:7]2=[O:20]. Reported procedure: A suspension of 1.1 g (3.36 mmol) of ethyl 8-chloro-1-cyclopropyl-6,7-difluoro-1,4-dihydro-4-oxo-3-quinolinecarboxylate, 10 ml of 6N hydrochloric acid, and 1 ml of tetrahydrofuran was refluxed for 21/2 hours. The mixture was cooled to room temperature, and the solids were filtered, washed with water and ether, and dried to give 0.76 g of the title compound as a white powder, m.p. 189°-191° C. Starting materials: CN1CCNCC1, O=Cc1ccc(-c2cc3ncnc(Nc4ccc5[nH]ccc5c4)c3s2)cc1. Yields the product CN1CCN(Cc2ccc(-c3cc4ncnc(Nc5ccc6[nH]ccc6c5)c4s3)cc2)CC1. Reaction SMILES: [CH3:1][N:2]1[CH2:3][CH2:4][NH:5][CH2:6][CH2:7]1.[nH:8]1[cH:9][cH:10][c:11]2[cH:12][c:13]([NH:17][c:18]3[c:19]4[c:20]([n:21][cH:22][n:23]3)[cH:24][c:25](-[c:27]3[cH:28][cH:29][c:30]([CH:31]=[O:32])[cH:33][cH:34]3)[s:26]4)[cH:14][cH:15][c:16]12>>[CH3:1][N:2]1[CH2:3][CH2:4][N:5]([CH2:31][c:30]2[cH:29][cH:28][c:27](-[c:25]3[cH:24][c:20]4[c:19]([c:18]([NH:17][c:13]5[cH:12][c:11]6[cH:10][cH:9][nH:8][c:16]6[cH:15][cH:14]5)[n:23][cH:22][n:21]4)[s:26]3)[cH:34][cH:33]2)[CH2:6][CH2:7]1. Reactants: CNC(=O)C(Cc1ccc(OCc2ccccc2)c(O)c1)NC(=O)OC(C)(C)C, CCN=C=O, CN(C)c1ccncc1, CCOC(C)=O, ClCCl. Yields the product CCNC(=O)Oc1cc(CC(NC(=O)OC(C)(C)C)C(=O)NC)ccc1OCc1ccccc1. RXN SMILES: [C:1]([CH3:2])([CH3:3])([CH3:4])[O:5][C:6]([NH:7][CH:8]([CH2:9][c:10]1[cH:11][c:12]([OH:24])[c:13]([O:16][CH2:17][c:18]2[cH:19][cH:20][cH:21][cH:22][cH:23]2)[cH:14][cH:15]1)[C:25]([NH:26][CH3:27])=[O:28])=[O:29].[CH2:30]([CH3:31])[N:32]=[C:33]=[O:34].[CH3:38][N:39]([c:40]1[cH:41][cH:42][n:43][cH:44][cH:45]1)[CH3:46].[CH3:47][CH2:48][O:49][C:50](=[O:51])[CH3:52].[Cl:35][CH2:36][Cl:37]>>[C:1]([CH3:2])([CH3:3])([CH3:4])[O:5][C:6]([NH:7][CH:8]([CH2:9][c:10]1[cH:11][c:12]([O:24][C:33]([NH:32][CH2:30][CH3:31])=[O:34])[c:13]([O:16][CH2:17][c:18]2[cH:19][cH:20][cH:21][cH:22][cH:23]2)[cH:14][cH:15]1)[C:25]([NH:26][CH3:27])=[O:28])=[O:29]. Reactants: C(=O)(O)C(CC(=O)O)(C)C1=CC=C(C=C1)C(CC(=O)O)(C(=O)O)C (1,4-bis(1,2-dicarboxy-1-methylethyl)benzene), C(C)(=O)OC(C)=O (acetic anhydride), dianhydride. The product is CC1(C(OC(C1)=O)=O)C1=CC=C(C=C1)C1(C(OC(C1)=O)=O)C (1,4-bis(3-methyltetrahydrofuran-2,5-dion-3-yl)benzene). Reaction SMILES: [C:1]([C:4]([C:10]1[CH:15]=[CH:14][C:13]([C:16]([CH3:24])([C:21]([OH:23])=[O:22])[CH2:17][C:18](O)=[O:19])=[CH:12][CH:11]=1)([CH3:9])[CH2:5][C:6](O)=[O:7])([OH:3])=[O:2].C(OC(=O)C)(=O)C>>[CH3:9][C:4]1([C:10]2[CH:11]=[CH:12][C:13]([C:16]3([CH3:24])[CH2:17][C:18](=[O:19])[O:22][C:21]3=[O:23])=[CH:14][CH:15]=2)[CH2:5][C:6](=[O:7])[O:3][C:1]1=[O:2]. Procedure: The product was then hydrolyzed by refluxing according to the procedure of Example 1 above. The product, 1,4-bis(1,2-dicarboxy-1-methylethyl)benzene, was heated with acetic anhydride according to the process employed in Example 1. After heating at 70° C. for 20 hours the desired dianhydride having the following analysis was obtained. Reactants: resultant mixture, OC(CCl)P(O)=O (α-hydroxy-β-chloroethylphosphinic acid), N1CCOCC1 (morpholine). Solvent: CO (methanol), CO (methanol). Yields the product OC(CCl)P([O-])=O.[NH2+]1CCOCC1 (morpholinium α-hydroxy-β-chloroethylphosphinate). Yield: 99.4%. Reaction SMILES: [OH:1][CH:2]([PH:5](=[O:7])[OH:6])[CH2:3][Cl:4].[NH:8]1[CH2:13][CH2:12][O:11][CH2:10][CH2:9]1>CO>[OH:1][CH:2]([PH:5](=[O:6])[O-:7])[CH2:3][Cl:4].[NH2+:8]1[CH2:13][CH2:12][O:11][CH2:10][CH2:9]1 |f:3.4|. Reported procedure: To a solution of α-hydroxy-β-chloroethylphosphinic acid (1.45 g) in methanol (10 ml), a solution of morpholine (0.87 g) in methanol (10 ml) was added, and the resultant mixture was stirred for 2 hours. After removal of methanol by distillation, there was obtained 2.30 g (98%) of morpholinium α-hydroxy-β-chloroethylphosphinate (Compound No. 12) as a creamy solid. The reactants are C(C1=CC=CC=C1)SC(C)(C)C1CC(C(=O)N1CC(=O)OCC)CSCC1=CC=CC=C1 (4-(1-benzylthio-1-methylethyl)-2-benzylthiomethyl-N-ethoxycarbonylmethyl-4-butanelactam), [OH-].[K+] (KOH), Cl (hydrochloric acid). The solvent is CO (methanol). Conditions: time 1.5 hour. Yields the product C(C1=CC=CC=C1)SC(C)(C)[C@@H]1C[C@@H](C(=O)N1CC(=O)O)CSCC1=CC=CC=C1 (cis-4-(1-benzylthio-1-methylethyl)-2-benzylthiomethyl-N-carboxymethyl-4-butanelactam). Yield: 66.6%. RXN SMILES: [CH2:1]([S:8][C:9]([CH:12]1[N:17]([CH2:18][C:19]([O:21]CC)=[O:20])[C:15](=[O:16])[CH:14]([CH2:24][S:25][CH2:26][C:27]2[CH:32]=[CH:31][CH:30]=[CH:29][CH:28]=2)[CH2:13]1)([CH3:11])[CH3:10])[C:2]1[CH:7]=[CH:6][CH:5]=[CH:4][CH:3]=1.[OH-].[K+].Cl>CO>[CH2:1]([S:8][C:9]([C@H:12]1[N:17]([CH2:18][C:19]([OH:21])=[O:20])[C:15](=[O:16])[C@@H:14]([CH2:24][S:25][CH2:26][C:27]2[CH:28]=[CH:29][CH:30]=[CH:31][CH:32]=2)[CH2:13]1)([CH3:10])[CH3:11])[C:2]1[CH:7]=[CH:6][CH:5]=[CH:4][CH:3]=1 |f:1.2|. Procedure: To a solution of 4-(1-benzylthio-1-methylethyl)-2-benzylthiomethyl-N-ethoxycarbonylmethyl-4-butanelactam (compound No.14-3, 1.50 g) in methanol (20 ml), 2N--KOH (6.4 ml) was added and the mixture was stirred for 1.5 hours at room temperature. The mixture was acidified with dilute hydrochloric acid and concentrated in vacuo. A product was extracted with ethyl acetate. The organic layer was washed with water and saturated sodium chloride solution. The organic layer was dried over anhydrous magnesi... The reactants are C, C1CCOC1, COC(=O)c1c(-c2ccccc2)c2cc(Br)ccc2c(=O)n1Cc1ccc2c(c1)CCO2, CO, [H][H], [Pd]. RXN SMILES: [C:37].[CH2:39]1[O:40][CH2:41][CH2:42][CH2:43]1.[CH3:1][O:2][C:3](=[O:4])[c:5]1[n:6]([CH2:23][c:24]2[cH:25][cH:26][c:27]3[c:28]([cH:32]2)[CH2:29][CH2:30][O:31]3)[c:7](=[O:22])[c:8]2[cH:9][cH:10][c:11]([Br:21])[cH:12][c:13]2[c:14]1-[c:15]1[cH:16][cH:17][cH:18][cH:19][cH:20]1.[CH3:33][OH:34].[H:35][H:36].[Pd:38]>>[CH3:1][O:2][C:3](=[O:4])[c:5]1[n:6]([CH2:23][c:24]2[cH:25][cH:26][c:27]3[c:28]([cH:32]2)[CH2:29][CH2:30][O:31]3)[c:7](=[O:22])[c:8]2[cH:9][cH:10][cH:11][cH:12][c:13]2[c:14]1-[c:15]1[cH:16][cH:17][cH:18][cH:19][cH:20]1. Yields the product COC(=O)c1c(-c2ccccc2)c2ccccc2c(=O)n1Cc1ccc2c(c1)CCO2. Starting materials: ClC1=CC=C(C=2N3C(=NC21)NCCC3)[N+](=O)[O-] (9-Chloro-6-nitro-1,2,3,4-tetrahydropyrimido[1,2-a]benzimidazole), ClC1=C(C=CC(=C1)Cl)I (2,4-dichloro-1-iodobenzene), N1=C(C=CC=C1)C1=NC=CC=C1 (2,2′-bipyridyl), C([O-])([O-])=O.[Cs+].[Cs+] (cesium carbonate). Reagents/catalysts: [Cu]I (copper(I) iodide). Run in CN(C=O)C (N,N-dimethylformamide), C(C)(=O)OCC (ethyl acetate). Conditions: temperature 150 celsius, time 12 hour. Product: ClC1=CC=C(C=2N3C(=NC21)N(CCC3)C3=C(C=C(C=C3)Cl)Cl)[N+](=O)[O-] (9-Chloro-1-(2,4-dichlorophenyl)-6-nitro-1,2,3,4-tetrahydropyrimido[1,2-a]benzimidazole). The yield is 4.7%. Reaction SMILES: [Cl:1][C:2]1[C:10]2[N:9]=[C:8]3[NH:11][CH2:12][CH2:13][CH2:14][N:7]3[C:6]=2[C:5]([N+:15]([O-:17])=[O:16])=[CH:4][CH:3]=1.[Cl:18][C:19]1[CH:24]=[C:23]([Cl:25])[CH:22]=[CH:21][C:20]=1I.N1C=CC=CC=1C1C=CC=CN=1.C(=O)([O-])[O-].[Cs+].[Cs+]>CN(C)C=O.C(OCC)(=O)C.[Cu]I>[Cl:1][C:2]1[C:10]2[N:9]=[C:8]3[N:11]([C:22]4[CH:21]=[CH:20][C:19]([Cl:18])=[CH:24][C:23]=4[Cl:25])[CH2:12][CH2:13][CH2:14][N:7]3[C:6]=2[C:5]([N+:15]([O-:17])=[O:16])=[CH:4][CH:3]=1 |f:3.4.5|. Procedure: A mixture of 9-chloro-6-nitro-1,2,3,4-tetrahydropyrimido[1,2-a]benzimidazole (Reference Example 108; 10.0 g, 39.6 mmol), 2,4-dichloro-1-iodobenzene (54.0 g, 197.9 mmol), copper(I) iodide (7.57 g, 39.6 mmol), 2,2′-bipyridyl (12.3 g, 79.2 mmol) and cesium carbonate (25.8 g, 79.2 mmol) in N,N-dimethylformamide (600 mL) was stirred at 150° C. for 12 hr. The mixture was diluted with ethyl acetate, washed with water, dried over anhydrous sodium sulfate and concentrated in vacuo. The residue was purifi...